This data is from the Open Reaction Database (ORD), a public repository of structured organic reaction records. The task is: describe an organic reaction: reactants, conditions, products, and yield Reported procedure: 5.0 g (16.8 mmol) of 4-fluoro-2-methyl-6-(pentafluoroethyl)-5-(trifluoromethyl)pyrimidine are dissolved in 40 ml of acetonitrile. 986 mg (20.1 mmol) of sodium cyanide are added and the reaction mixture is stirred for 18 hours at 50° C. A further 493 mg (10.7 mmol) of sodium cyanide are added and the reaction mixture is stirred under reflux for three hours. After adding 100 ml of water and 100 ml of ethyl acetate, the organic phase is separated off. The aqueous phase is extracted three times with... Solvent: C(C)#N (acetonitrile). As a reaction SMILES: F[C:2]1[C:7]([C:8]([F:11])([F:10])[F:9])=[C:6]([C:12]([F:18])([F:17])[C:13]([F:16])([F:15])[F:14])[N:5]=[C:4]([CH3:19])[N:3]=1.[C-:20]#[N:21].[Na+].O.C(OCC)(=O)C>C(#N)C>[CH3:19][C:4]1[N:3]=[C:2]([C:20]#[N:21])[C:7]([C:8]([F:11])([F:10])[F:9])=[C:6]([C:12]([F:18])([F:17])[C:13]([F:16])([F:15])[F:14])[N:5]=1 |f:1.2|. Run at temperature 50 celsius, time 18 hour. The product is CC1=NC(=C(C(=N1)C#N)C(F)(F)F)C(C(F)(F)F)(F)F (2-Methyl-6-(pentafluoroethyl)-5-(trifluoromethyl)pyrimidine-4-carbonitrile). Reactants: FC1=NC(=NC(=C1C(F)(F)F)C(C(F)(F)F)(F)F)C (4-fluoro-2-methyl-6-(pentafluoroethyl)-5-(trifluoromethyl)pyrimidine), [C-]#N.[Na+] (sodium cyanide), [C-]#N.[Na+] (sodium cyanide), O (water), C(C)(=O)OCC (ethyl acetate). Reactants: COS(=O)(=O)OC, CS(C)=O, [H-], [Na+], O, c1ccc2c(c1)Cc1c-2[nH]c2ccccc12. The product is Cn1c2c(c3ccccc31)Cc1ccccc1-2. As a reaction SMILES: [CH3:19][O:20][S:21]([O:22][CH3:23])(=[O:24])=[O:25].[CH3:27][S:28]([CH3:29])=[O:30].[H-:1].[Na+:2].[OH2:26].[cH:3]1[c:4]2[c:15]([cH:16][cH:17][cH:18]1)-[c:7]1[c:6]([c:14]3[c:9]([nH:8]1)[cH:10][cH:11][cH:12][cH:13]3)[CH2:5]2>>[cH:3]1[c:4]2[c:15]([cH:16][cH:17][cH:18]1)-[c:7]1[c:6]([c:14]3[c:9]([n:8]1[CH3:19])[cH:10][cH:11][cH:12][cH:13]3)[CH2:5]2. Starting materials: COC1CC=2C(NC(C2CC1OC)=N)=N (5,6-dimethoxy-4,5,6,7-tetrahydro-1,3-diiminoisoindoline), Cl.N=C1SCC(N1)=N (2,4-diiminothiazolidine hydrochloride), Cl.C1(=CC=CC=C1)CCCNC=1SCC(N1)=N (2-(3-phenylpropylamino)-4-imino-2-thiazoline hydrochloride), N=C1NC(C=2CCCCC12)=N (4,5,6,7-tetrahydro-1,3-diiminoisoindoline). The product is N=C1NC(C=2CC(C(CC12)OC)OC)=C1C(N=C(S1)NCCCC1=CC=CC=C1)=N (1-imino-5,6-dimethoxy-4,5,6,7-tetrahydro-3-[2-(3-phenylpropylamino)-4-imino-2-thiazolin-5-ylidene]isoindoline). Reaction SMILES: [CH3:1][O:2][CH:3]1[CH:11]([O:12][CH3:13])[CH2:10][C:9]2[C:8](=[NH:14])[NH:7][C:6](=N)[C:5]=2[CH2:4]1.Cl.[C:17]1([CH2:23][CH2:24][CH2:25][NH:26][C:27]2[S:28][CH2:29][C:30](=[NH:32])[N:31]=2)[CH:22]=[CH:21][CH:20]=[CH:19][CH:18]=1.N=C1C2CCCCC=2C(=N)N1.Cl.N=C1NC(=N)CS1>>[NH:14]=[C:8]1[C:9]2[CH2:10][CH:11]([O:12][CH3:13])[CH:3]([O:2][CH3:1])[CH2:4][C:5]=2[C:6](=[C:29]2[S:28][C:27]([NH:26][CH2:25][CH2:24][CH2:23][C:17]3[CH:22]=[CH:21][CH:20]=[CH:19][CH:18]=3)=[N:31][C:30]2=[NH:32])[NH:7]1 |f:1.2,4.5|. Procedure: When equivalent amounts of 5,6-dimethoxy-4,5,6,7-tetrahydro-1,3-diiminoisoindoline and 2-(3-phenylpropylamino)-4-imino-2-thiazoline hydrochloride are substituted for the 4,5,6,7-tetrahydro-1,3-diiminoisoindoline and 2,4-diiminothiazolidine hydrochloride respectively, in the procedure described in Example 10, part A above, there is obtained as the product 1-imino-5,6-dimethoxy-4,5,6,7-tetrahydro-3-[2-(3-phenylpropylamino)-4-imino-2-thiazolin-5-ylidene]isoindoline. The reactants are C1CCOC1, CCOC(C)=O, COC(=O)c1sc(CBr)cc1C#N, O. Product: COC(=O)c1sc(CO)cc1C#N. As a reaction SMILES: [CH2:21]1[O:22][CH2:23][CH2:24][CH2:25]1.[CH3:15][CH2:16][O:17][C:18]([CH3:19])=[O:20].[CH3:1][O:2][C:3](=[O:4])[c:5]1[s:6][c:7]([CH2:12][Br:13])[cH:8][c:9]1[C:10]#[N:11].[OH2:14]>>[CH3:1][O:2][C:3](=[O:4])[c:5]1[s:6][c:7]([CH2:12][OH:17])[cH:8][c:9]1[C:10]#[N:11]. Reactants: BrCC1CC1, O=C([O-])[O-], O=Cc1ccc(OC(F)F)c(O)c1, [K+], [K+], [Na+], C1CCOC1, [OH-]. Yields the product O=Cc1ccc(OC(F)F)c(OCC2CC2)c1. As a reaction SMILES: [Br:20][CH2:21][CH:22]1[CH2:23][CH2:24]1.[C:14](=[O:15])([O-:16])[O-:17].[F:1][CH:2]([O:3][c:4]1[c:5]([OH:12])[cH:6][c:7]([CH:8]=[O:9])[cH:10][cH:11]1)[F:13].[K+:18].[K+:19].[Na+:26].[O:27]1[CH2:28][CH2:29][CH2:30][CH2:31]1.[OH-:25]>>[F:1][CH:2]([O:3][c:4]1[c:5]([O:12][CH2:21][CH:22]2[CH2:23][CH2:24]2)[cH:6][c:7]([CH:8]=[O:9])[cH:10][cH:11]1)[F:13].